From a dataset of the Open Reaction Database (ORD), a public repository of structured organic reaction records. describe an organic reaction: reactants, conditions, products, and yield The reactants are C=C(C)CC1(CCO)SC(NC2CC3CCC2C3)=NC1=O, ClCCl, O=S(=O)(O)O. Product: CC1(C)CC2(CCO1)SC(NC1CC3CCC1C3)=NC2=O. Reaction SMILES: [CH:1]12[CH:2]([NH:8][C:9]3=[N:13][C:12](=[O:14])[C:11]([CH2:15][C:16](=[CH2:17])[CH3:18])([CH2:19][CH2:20][OH:21])[S:10]3)[CH2:3][CH:4]([CH2:5][CH2:6]1)[CH2:7]2.[Cl:27][CH2:28][Cl:29].[S:22](=[O:23])(=[O:24])([OH:25])[OH:26]>>[CH:1]12[CH:2]([NH:8][C:9]3=[N:13][C:12](=[O:14])[C:11]4([S:10]3)[CH2:15][C:16]([CH3:17])([CH3:18])[O:21][CH2:20][CH2:19]4)[CH2:3][CH:4]([CH2:5][CH2:6]1)[CH2:7]2. RXN SMILES: [CH3:1][C:2]1[CH:3]=[C:4]([CH:8]=[CH:9][C:10]=1[C:11]([N:13]1[CH2:17][CH2:16][CH2:15][CH2:14]1)=[O:12])[C:5]([OH:7])=O.CN(C(ON1N=NC2C=CC=CC1=2)=[N+](C)C)C.[B-](F)(F)(F)F.C(N(C(C)C)CC)(C)C.[Cl:49][C:50]1[CH:68]=[CH:67][C:53]2[NH:54][C:55]([C@@H:57]([NH2:66])[CH2:58][C:59]3[CH:64]=[CH:63][C:62]([Cl:65])=[CH:61][CH:60]=3)=[N:56][C:52]=2[CH:51]=1.ClCl>O1CCCC1.ClCCl.C(O)C>[Cl:49][C:50]1[CH:68]=[CH:67][C:53]2[NH:54][C:55]([C@@H:57]([NH:66][C:5](=[O:7])[C:4]3[CH:8]=[CH:9][C:10]([C:11]([N:13]4[CH2:17][CH2:16][CH2:15][CH2:14]4)=[O:12])=[C:2]([CH3:1])[CH:3]=3)[CH2:58][C:59]3[CH:60]=[CH:61][C:62]([Cl:65])=[CH:63][CH:64]=3)=[N:56][C:52]=2[CH:51]=1 |f:1.2,7.8|. Procedure: Prepared analogously to Example 1g from 3-methyl-4-(pyrrolidin-1-ylcarbonyl)benzoic acid, TBTU, diisopropylethylamine, and (1S)-1-(5-chloro-1H-benzimidazol-2-yl)-2-(4-chlorophenyl)ethylamine in tetrahydrofuran. Yield: %; Rf value: 0.40 (silica gel: dichloromethane/ethanol=9:1); C28H26Cl2N4O2 (521.45); mass spectrum: (M+H)+=521/523 (chlorine isotope). Run in ClCCl.C(C)O (dichloromethane ethanol), O1CCCC1 (tetrahydrofuran). The reactants are ClCl (chlorine), C28H26Cl2N4O2, CC=1C=C(C(=O)O)C=CC1C(=O)N1CCCC1 (3-methyl-4-(pyrrolidin-1-ylcarbonyl)benzoic acid), CN(C)C(=[N+](C)C)ON1C2=C(C=CC=C2)N=N1.[B-](F)(F)(F)F (TBTU), C(C)(C)N(CC)C(C)C (diisopropylethylamine), ClC1=CC2=C(NC(=N2)[C@H](CC2=CC=C(C=C2)Cl)N)C=C1 ((1S)-1-(5-chloro-1H-benzimidazol-2-yl)-2-(4-chlorophenyl)ethylamine). Yields the product ClC1=CC2=C(NC(=N2)[C@H](CC2=CC=C(C=C2)Cl)NC(C2=CC(=C(C=C2)C(=O)N2CCCC2)C)=O)C=C1 (N-[(1S)-1-(5-chloro-1H-benzimidazol-2-yl)-2-(4-chlorophenyl)ethyl]-3-methyl-4-(pyrrolidin-1-ylcarbonyl)benzamide). The reactants are FC=1C(=NC(=NC1)O)N=CN(C)C (N′-(5-fluoro-2-hydroxy-pyrimidin-4-yl)-N,N-dimethylformamidine), CC1=C(C(=O)Cl)C(=CC=C1)C (2,6-dimethylbenzoyl chloride). Solvent: N1=CC=CC=C1 (pyridine). Reaction conditions: temperature 40 celsius. The product is CC1=C(C(=O)N2C(N=C(C(=C2)F)N=CN(C)C)=O)C(=CC=C1)C (N′-[1-(2,6-dimethylbenzoyl)-5-fluoro-2-oxo-1,2-dihydro-pyrimidin-4-yl]-N,N-dimethylformamidine). The yield is 36.9%. As a reaction SMILES: [F:1][C:2]1[C:3]([N:9]=[CH:10][N:11]([CH3:13])[CH3:12])=[N:4][C:5]([OH:8])=[N:6][CH:7]=1.[CH3:14][C:15]1[CH:23]=[CH:22][CH:21]=[C:20]([CH3:24])[C:16]=1[C:17](Cl)=[O:18]>N1C=CC=CC=1>[CH3:14][C:15]1[CH:23]=[CH:22][CH:21]=[C:20]([CH3:24])[C:16]=1[C:17]([N:6]1[CH:7]=[C:2]([F:1])[C:3]([N:9]=[CH:10][N:11]([CH3:13])[CH3:12])=[N:4][C:5]1=[O:8])=[O:18]. Procedure details: To an 8 mL screw-cap vial were added pyridine (2 mL), N′-(5-fluoro-2-hydroxy-pyrimidin-4-yl)-N,N-dimethylformamidine (100 mg, 0.54 mmol), and 2,6-dimethylbenzoyl chloride (102 mg, 0.60 mmol). The mixture was heated to 40° C. for 2 h, evaporated to dryness, and partitioned between ethyl acetate (EtOAc) and water (H2O). The organic phase was dried over magnesium sulfate (MgSO4), filtered, evaporated, and the residue was purified by reverse phase chromatography to yield the title compound as a whit... The reactants are C(=O)(OC(C)(C)C)N1CC(NCC1)C (1-BOC-3-Methylpiperazine), ClC=1C2=C(N=CN1)SC(=C2)CC (4-chloro-6-ethylthiopheno[2,3-d]pyrimidine). Yields the product C(C)C1=CC=2C(=NC=NC2S1)N1C(CN(CC1)C(=O)OC(C)(C)C)C (tert-butyl 4-(6-ethylthiopheno[3,2-e]pyrimidin-4-yl)-3-methylpiperazinecarboxylate). The yield is 96.0%. RXN SMILES: [C:1]([N:8]1[CH2:13][CH2:12][NH:11][CH:10]([CH3:14])[CH2:9]1)([O:3][C:4]([CH3:7])([CH3:6])[CH3:5])=[O:2].Cl[C:16]1[C:17]2[CH:24]=[C:23]([CH2:25][CH3:26])[S:22][C:18]=2[N:19]=[CH:20][N:21]=1>>[CH2:25]([C:23]1[S:22][C:18]2[N:19]=[CH:20][N:21]=[C:16]([N:11]3[CH2:12][CH2:13][N:8]([C:1]([O:3][C:4]([CH3:7])([CH3:6])[CH3:5])=[O:2])[CH2:9][CH:10]3[CH3:14])[C:17]=2[CH:24]=1)[CH3:26]. Procedure: 1-BOC-3-Methylpiperazine was coupled with 4-chloro-6-ethylthiopheno[2,3-d]pyrimidine according to Example 87. Yield=96%, ES-MS: (M+H)+ 363. Starting materials: C(C(C)(C)C)(=O)OC[C@H](C1=C(C2=C(N=C(S2)C=2C=C3C(=NC2)N(N=C3)C)C=C1C)C1=CC=C(C=C1)Cl)OC(C)(C)C ((S)-2-tert-butoxy-2-(7-(4-chlorophenyl)-5-methyl-2-(1-methyl-1H-pyrazolo[3,4-b]pyridin-5-yl)benzo[d]thiazol-6-yl)ethyl pivalate), [OH-].[Na+] (NaOH), solution. The solvent is C1CCOC1 (THF), CO (MeOH). Run at temperature 50 celsius. Product: C(C)(C)(C)O[C@H](CO)C1=C(C2=C(N=C(S2)C=2C=C3C(=NC2)N(N=C3)C)C=C1C)C1=CC=C(C=C1)Cl ((S)-2-tert-butoxy-2-(7-(4-chlorophenyl)-5-methyl-2-(1-methyl-1H-pyrazolo[3,4-b]pyridin-5-yl)benzo[d]thiazol-6-yl)ethanol). Reaction SMILES: C([O:7][CH2:8][C@@H:9]([O:37][C:38]([CH3:41])([CH3:40])[CH3:39])[C:10]1[C:28]([CH3:29])=[CH:27][C:13]2[N:14]=[C:15]([C:17]3[CH:18]=[C:19]4[CH:25]=[N:24][N:23]([CH3:26])[C:20]4=[N:21][CH:22]=3)[S:16][C:12]=2[C:11]=1[C:30]1[CH:35]=[CH:34][C:33]([Cl:36])=[CH:32][CH:31]=1)(=O)C(C)(C)C.[OH-].[Na+]>C1COCC1.CO>[C:38]([O:37][C@@H:9]([C:10]1[C:28]([CH3:29])=[CH:27][C:13]2[N:14]=[C:15]([C:17]3[CH:18]=[C:19]4[CH:25]=[N:24][N:23]([CH3:26])[C:20]4=[N:21][CH:22]=3)[S:16][C:12]=2[C:11]=1[C:30]1[CH:35]=[CH:34][C:33]([Cl:36])=[CH:32][CH:31]=1)[CH2:8][OH:7])([CH3:41])([CH3:39])[CH3:40] |f:1.2|. Procedure details: To a solution of compound (S)-2-tert-butoxy-2-(7-(4-chlorophenyl)-5-methyl-2-(1-methyl-1H-pyrazolo[3,4-b]pyridin-5-yl)benzo[d]thiazol-6-yl)ethyl pivalate (14 mg, 0.024 mmol) in THF (0.50 mL) and MeOH (0.50 mL) was added aqueous NaOH (0.10 mL of a 2 N solution). The reaction mixture was heated at 50° C. for 17 h, cooled, diluted with satd. aqueous NH4Cl and extracted with ethyl acetate. The organic layer was dried and concentrated to give the desired product which was used without any further pur...